This data is from the Open Reaction Database (ORD), a public repository of structured organic reaction records. The task is: describe an organic reaction: reactants, conditions, products, and yield The reactants are C1(=CCCCC1)CCNC(CC1=CC=C(C=C1)OC)=O (N-[2-(cyclohexen-1-yl)ethyl]-p-methoxyphenylacetamide), P(=O)(Cl)(Cl)Cl (phosphorus oxychloride). Run in C1(=CC=CC=C1)C (toluene). Product: COC1=CC=C(CC2=NCCC=3CCCCC23)C=C1 (1-(p-methoxybenzyl)-3,4,5,6,7,8-hexahydroisoquinoline). Yield: 105.7%. As a reaction SMILES: [C:1]1([CH2:7][CH2:8][NH:9][C:10](=O)[CH2:11][C:12]2[CH:17]=[CH:16][C:15]([O:18][CH3:19])=[CH:14][CH:13]=2)[CH2:6][CH2:5][CH2:4][CH2:3][CH:2]=1.P(Cl)(Cl)(Cl)=O>C1(C)C=CC=CC=1>[CH3:19][O:18][C:15]1[CH:16]=[CH:17][C:12]([CH2:11][C:10]2[C:2]3[CH2:3][CH2:4][CH2:5][CH2:6][C:1]=3[CH2:7][CH2:8][N:9]=2)=[CH:13][CH:14]=1. Reported procedure: 27.3 g (0.1 mol) of N-[2-(cyclohexen-1-yl)ethyl]-p-methoxyphenylacetamide and 91.4 g (0.596 mol) of phosphorus oxychloride in 230 ml of toluene were heated to 100° C. under argon for 30 min. The mixture was then evaporated in a rotary evaporator, and the residue (46 g) was washed twice with 70 ml of petroleum ether and then dissolved in 270 ml of dichloromethane. The solution was added to 270 ml of a 12% strength aqueous ammonia solution at 0° C. with vigorous stirring. The organic phase was was... Starting materials: [BH4-], C1CCOC1, CCC(=O)c1cc2n(c(=O)c1C)Cc1cc3c(OC)cccc3nc1-2, CO, ClCCl, [Na+]. The product is CCC(O)c1cc2n(c(=O)c1C)Cc1cc3c(OC)cccc3nc1-2. Reaction SMILES: [BH4-:34].[CH2:29]1[O:30][CH2:31][CH2:32][CH2:33]1.[CH3:1][O:2][c:3]1[c:4]2[cH:5][c:6]3[c:7]([n:8][c:9]2[cH:10][cH:11][cH:12]1)-[c:13]1[cH:14][c:15]([C:22]([CH2:23][CH3:24])=[O:25])[c:16]([CH3:21])[c:17](=[O:20])[n:18]1[CH2:19]3.[CH3:36][OH:37].[Cl:26][CH2:27][Cl:28].[Na+:35]>>[CH3:1][O:2][c:3]1[c:4]2[cH:5][c:6]3[c:7]([n:8][c:9]2[cH:10][cH:11][cH:12]1)-[c:13]1[cH:14][c:15]([CH:22]([CH2:23][CH3:24])[OH:25])[c:16]([CH3:21])[c:17](=[O:20])[n:18]1[CH2:19]3. The reactants are CC(C)(C)OC(=O)N1C2C=C(CCc3ccccc3)CC1CC2, CO. As a reaction SMILES: [C:1]([CH3:2])([CH3:3])([CH3:4])[O:5][C:6](=[O:7])[N:8]1[CH:9]2[CH:10]=[C:11]([CH2:16][CH2:17][c:18]3[cH:19][cH:20][cH:21][cH:22][cH:23]3)[CH2:12][CH:13]1[CH2:14][CH2:15]2.[CH3:24][OH:25]>>[C:1]([CH3:2])([CH3:3])([CH3:4])[O:5][C:6](=[O:7])[N:8]1[CH:9]2[CH2:10][CH:11]([CH2:16][CH2:17][c:18]3[cH:19][cH:20][cH:21][cH:22][cH:23]3)[CH2:12][CH:13]1[CH2:14][CH2:15]2. The product is CC(C)(C)OC(=O)N1C2CCC1CC(CCc1ccccc1)C2. The reactants are resultant solution, NC1[C@@H]2N(C(=C(CS2)C=C)C(=O)O)C1=O (7-amino-3-vinyl-3-cephem-4-carboxylic acid), C[Si](C)(C)CC(=O)N (trimethylsilylacetamide), ClCC(C(C(=O)O)=NOCC(=O)OC)=O (4-chloro-2-methoxycarbonylmethoxyimino-3-oxobutyric acid), P(=O)(Cl)(Cl)Cl (phosphorus oxychloride). Run in O (water), C(C)(=O)OCC (ethyl acetate), CN(C=O)C (N,N-dimethylformamide), O1CCCC1 (tetrahydrofuran). Yields the product ClCC(C(C(=O)NC1[C@@H]2N(C(=C(CS2)C=C)C(=O)O)C1=O)=NOCC(=O)OC)=O (7-(4-chloro-2-methoxycarbonylmethoxyimino-3-oxobutyramido)-3-vinyl-3-cephem-4-carboxylic acid). The yield is 85.0%. Reaction SMILES: P(Cl)(Cl)(Cl)=O.[Cl:6][CH2:7][C:8](=[O:20])[C:9](=[N:13][O:14][CH2:15][C:16]([O:18][CH3:19])=[O:17])[C:10]([OH:12])=O.[NH2:21][CH:22]1[C:34](=[O:35])[N:24]2[C:25]([C:31]([OH:33])=[O:32])=[C:26]([CH:29]=[CH2:30])[CH2:27][S:28][C@H:23]12.C[Si](CC(N)=O)(C)C>O1CCCC1.C(OCC)(=O)C.O.CN(C)C=O>[Cl:6][CH2:7][C:8](=[O:20])[C:9](=[N:13][O:14][CH2:15][C:16]([O:18][CH3:19])=[O:17])[C:10]([NH:21][CH:22]1[C:34](=[O:35])[N:24]2[C:25]([C:31]([OH:33])=[O:32])=[C:26]([CH:29]=[CH2:30])[CH2:27][S:28][C@H:23]12)=[O:12]. Reported procedure: Vilsmeir reagent prepared from N,N-dimethylformamide (3.76 ml) and phosphorus oxychloride (4.46 ml) was suspended in dry tetrahydrofuran (50 ml). To the suspension was added 4-chloro-2-methoxycarbonylmethoxyimino-3-oxobutyric acid (syn isomer) (10.5 g), and the mixture was stirred under ice-cooling to prepare the activated acid solution. This solution was added at a time to a solution of 7-amino-3-vinyl-3-cephem-4-carboxylic acid (10 g) and trimethylsilylacetamide (35 g) in ethyl acetate (110 ml...